Dataset: the Open Reaction Database (ORD), a public repository of structured organic reaction records. Task: describe an organic reaction: reactants, conditions, products, and yield Starting materials: C(C=C(C)CCC=C(C)CCC=C(C)C)CC(C)=O (farnesylacetone), C(#N)CC(=O)OCC (ethyl cyanoacetate), C(C)(=O)[O-].[NH4+] (ammonium acetate), C(C)(=O)O (acetic acid), C(C)(=O)O (acetic acid). Run in C1=CC=CC=C1 (benzene). Reaction conditions: time 1 hour. Product: C(#N)C(C(=O)OCC)C(CC\C=C(\CC\C=C(\CCC=C(C)C)/C)/C)C (ethyl (E,E)-2-cyano-3,7,11,15-tetramethyl-6,10,14-hexadecatrienoate). Isolated yield 73.7%. As a reaction SMILES: [CH2:1]([CH2:16][C:17](=O)[CH3:18])[CH:2]=[C:3]([CH2:5][CH2:6][CH:7]=[C:8]([CH2:10][CH2:11][CH:12]=[C:13]([CH3:15])[CH3:14])[CH3:9])[CH3:4].[C:20]([CH2:22][C:23]([O:25][CH2:26][CH3:27])=[O:24])#[N:21].C([O-])(=O)C.[NH4+].C(O)(=O)C>C1C=CC=CC=1>[C:20]([CH:22]([CH:17]([CH3:18])[CH2:16][CH2:1]/[CH:2]=[C:3](\[CH3:4])/[CH2:5][CH2:6]/[CH:7]=[C:8](\[CH3:9])/[CH2:10][CH2:11][CH:12]=[C:13]([CH3:15])[CH3:14])[C:23]([O:25][CH2:26][CH3:27])=[O:24])#[N:21] |f:2.3|. Procedure details: In 200 ml of benzene was dissolved 50 g of farnesylacetone, and 28 g of ethyl cyanoacetate, 5 g of ammonium acetate and 5 g of acetic acid were added to the solution. The mixture was refluxed for 8 hours while removing the water formed by the reaction. The liquid reaction mixture was washed with water and dried and a solution of 4.3 g of sodium borohydride in 50 ml of ethanol was added dropwise to the reaction mixture under agitation at 10° to 20° C. The resulting mixture was stirred for 1 hour.... Solvent: CO (methanol). Product: NC1=CC=C(C=C1)CCCCOCCCCCCN(C(OC(C)(C)C)=O)C[C@H](O[Si](C)(C)C(C)(C)C)C1=C2C=CC(=NC2=C(C=C1)OC(=O)OC(C)(C)C)OC(=O)OC(C)(C)C ((R)-tert-butyl (6-(4-(4-aminophenyl)butoxy)hexyl)(2-(2,8-bis((tert-butoxycarbonyl)oxy)quinolin-5-yl)-2-((tert-butyldimethylsilyl)oxy)ethyl)carbamate). The reagents and catalysts are [Pd] (palladium on carbon). Procedure: Intermediate 41 (175 mg, 0.19 mmol) was dissolved in methanol (4 mL) and ethyl acetate (1 mL) and treated with palladium on carbon (10% w/w, wet Degussa-type, catalytic amount). The suspension was stirred under a balloon of hydrogen gas for 45 minutes. The mixture was then filtered through a pad of Celite diatomaceous earth, and the filtrate was concentrated to dryness under reduced pressure to provide the title material. ES/MS calcd. for C48H76N3O10Si+882.5. found m/z=882.5 (M+H)+. Starting materials: C(C)(=O)OCC (ethyl acetate), C(C)(C)(C)OC(=O)OC1=NC2=C(C=CC(=C2C=C1)[C@H](CN(C(OC(C)(C)C)=O)CCCCCCOCCCCC1=CC=C(C=C1)[N+](=O)[O-])O[Si](C)(C)C(C)(C)C)OC(=O)OC(C)(C)C ((R)-tert-butyl (2-(2,8-bis((tert-butoxycarbonyl)oxy)quinolin-5-yl)-2-((tert-butyldimethylsilyl)oxy)ethyl)(6-(4-(4-nitrophenyl)butoxy)hexyl)carbamate), [H][H] (hydrogen). Reaction SMILES: [C:1]([O:5][C:6]([O:8][C:9]1[CH:18]=[CH:17][C:16]2[C:11](=[C:12]([O:57][C:58]([O:60][C:61]([CH3:64])([CH3:63])[CH3:62])=[O:59])[CH:13]=[CH:14][C:15]=2[C@@H:19]([O:49][Si:50]([C:53]([CH3:56])([CH3:55])[CH3:54])([CH3:52])[CH3:51])[CH2:20][N:21]([CH2:29][CH2:30][CH2:31][CH2:32][CH2:33][CH2:34][O:35][CH2:36][CH2:37][CH2:38][CH2:39][C:40]2[CH:45]=[CH:44][C:43]([N+:46]([O-])=O)=[CH:42][CH:41]=2)[C:22](=[O:28])[O:23][C:24]([CH3:27])([CH3:26])[CH3:25])[N:10]=1)=[O:7])([CH3:4])([CH3:3])[CH3:2].C(OCC)(=O)C.[H][H]>CO.[Pd]>[NH2:46][C:43]1[CH:44]=[CH:45][C:40]([CH2:39][CH2:38][CH2:37][CH2:36][O:35][CH2:34][CH2:33][CH2:32][CH2:31][CH2:30][CH2:29][N:21]([CH2:20][C@@H:19]([C:15]2[CH:14]=[CH:13][C:12]([O:57][C:58]([O:60][C:61]([CH3:64])([CH3:63])[CH3:62])=[O:59])=[C:11]3[C:16]=2[CH:17]=[CH:18][C:9]([O:8][C:6]([O:5][C:1]([CH3:4])([CH3:3])[CH3:2])=[O:7])=[N:10]3)[O:49][Si:50]([C:53]([CH3:56])([CH3:55])[CH3:54])([CH3:51])[CH3:52])[C:22](=[O:28])[O:23][C:24]([CH3:27])([CH3:26])[CH3:25])=[CH:41][CH:42]=1. As a reaction SMILES: C(OC(=O)[C:7]([C:30]#[N:31])=[C:8]([NH:15][C:16]1[CH:21]=[C:20]([C:22]([F:25])([F:24])[F:23])[CH:19]=[C:18]([C:26]([F:29])([F:28])[F:27])[CH:17]=1)[NH:9][CH2:10][CH2:11][CH:12]([CH3:14])[CH3:13])(C)(C)C>C(Cl)Cl>[F:23][C:22]([F:24])([F:25])[C:20]1[CH:21]=[C:16]([NH:15][C:8]([NH:9][CH2:10][CH2:11][CH:12]([CH3:13])[CH3:14])=[CH:7][C:30]#[N:31])[CH:17]=[C:18]([C:26]([F:29])([F:28])[F:27])[CH:19]=1. Reported procedure: To a solution of 3-[3,5-bis(trifluoromethyl)phenylamino]-2-cyano-3-(3-methylbutylamino)acrylic acid tert-butyl ester (194 mg, 0.417 mmol) in DCM (2 mL) trifluoroacetic acid (2 mL) was added. After 30 min at room temperature the solution was concentrated, the residue was redissolved in carbon tetrachloride (10 mL) and reconcentrated. The product was purified by flash chromatography (6 g silica gel, gradient of heptane/ethyl acetate). 45 mg (30%) of the title compound was obtained as an oil. LCMS:... Isolated yield 29.5%. The product is FC(C=1C=C(C=C(C1)C(F)(F)F)NC(=CC#N)NCCC(C)C)(F)F (3-[3,5-bis(trifluoromethyl)phenylamino]-3-(3-methylbutylamino)-2-propenenitrile). Run in C(Cl)Cl (DCM). The reactants are C(C)(C)(C)OC(C(=C(NCCC(C)C)NC1=CC(=CC(=C1)C(F)(F)F)C(F)(F)F)C#N)=O (3-[3,5-bis(trifluoromethyl)phenylamino]-2-cyano-3-(3-methylbutylamino)acrylic acid tert-butyl ester). Starting materials: FC1=CC(=C(C=C1)[N+](=O)[O-])C (4-Fluoro-2-methyl-1-nitrobenzene), C(C)(C)(C)OC(NC1CNCC1)=O (pyrrolidin-3-ylcarbamic acid tert-butyl ester), C([O-])([O-])=O.[K+].[K+] (potassium carbonate), CS(=O)C (dimethyl sulfoxide). The solvent is C(C)(=O)OCC (ethyl acetate). The product is C(C)(C)(C)OC(NC1CN(CC1)C1=CC(=C(C=C1)[N+](=O)[O-])C)=O ((±)-[1-(3-Methyl-4-nitrophenyl)-pyrrolidin-3-yl]-carbamic acid tert-butyl ester). Yield: 84.2%. Reaction SMILES: F[C:2]1[CH:7]=[CH:6][C:5]([N+:8]([O-:10])=[O:9])=[C:4]([CH3:11])[CH:3]=1.[C:12]([O:16][C:17](=[O:24])[NH:18][CH:19]1[CH2:23][CH2:22][NH:21][CH2:20]1)([CH3:15])([CH3:14])[CH3:13].C(=O)([O-])[O-].[K+].[K+].CS(C)=O>C(OCC)(=O)C>[C:12]([O:16][C:17](=[O:24])[NH:18][CH:19]1[CH2:23][CH2:22][N:21]([C:2]2[CH:7]=[CH:6][C:5]([N+:8]([O-:10])=[O:9])=[C:4]([CH3:11])[CH:3]=2)[CH2:20]1)([CH3:15])([CH3:13])[CH3:14] |f:2.3.4|. Reported procedure: 4-Fluoro-2-methyl-1-nitrobenzene (1 g), pyrrolidin-3-ylcarbamic acid tert-butyl ester (1.2 g), potassium carbonate (1.79 g) and dimethyl sulfoxide (10 ml) were heated together at 80° C. under nitrogen for 15 hours. The mixture was cooled, diluted with ethyl acetate (200 ml), washed with 2M aqueous hydrochloric acid (200 ml), dried (MgSO4), and concentrated. Purification of the residue by silica gel chromatography (eluting with 20% ethyl acetate in isohexane) gave the sub-title compound (1.744 g)... The product is COC(CC1=NOC(=N1)C)=O (methyl-5-methyl-1,2,4-oxadiazol-3-yl-acetate). Reaction SMILES: [CH3:1][C:2]1[O:6][N:5]=[C:4]([CH2:7][C:8]([OH:10])=[O:9])[N:3]=1.[N+](=[CH2:13])=[N-]>>[CH3:13][O:9][C:8](=[O:10])[CH2:7][C:4]1[N:3]=[C:2]([CH3:1])[O:6][N:5]=1. Reported procedure: Using the procedure of Example 10, 10 g of crude 5-methyl-1,2,4-oxadiazol-3-yl acetic acid were reacted with diazomethane to obtain 5.9 of methyl-5-methyl-1,2,4-oxadiazol-3-yl-acetate with a b.p. of 70°-72° C. at 0.6-0.7 mm and a refractive index nD =1.4495. Reactants: CC1=NC(=NO1)CC(=O)O (5-methyl-1,2,4-oxadiazol-3-yl acetic acid), [N+](=[N-])=C (diazomethane).